describe an organic reaction: reactants, conditions, products, and yield From a dataset of the Open Reaction Database (ORD), a public repository of structured organic reaction records. The reactants are CC(Br)C(=O)Br, O=C([O-])O, ClCCl, CCOc1cc(C(CS(C)(=O)=O)N2C(=O)c3cccc(N)c3C2=O)ccc1OC, [Na+]. Product: CCOc1cc(C(CS(C)(=O)=O)N2C(=O)c3cccc(NC(=O)C(C)Br)c3C2=O)ccc1OC. As a reaction SMILES: [Br:30][CH:31]([C:32](=[O:33])[Br:34])[CH3:35].[C:36](=[O:37])([OH:38])[O-:39].[CH2:41]([Cl:42])[Cl:43].[NH2:1][c:2]1[c:3]2[c:7]([cH:8][cH:9][cH:10]1)[C:6](=[O:11])[N:5]([CH:12]([CH2:13][S:14](=[O:15])(=[O:16])[CH3:17])[c:18]1[cH:19][c:20]([O:26][CH2:27][CH3:28])[c:21]([O:24][CH3:25])[cH:22][cH:23]1)[C:4]2=[O:29].[Na+:40]>>[NH:1]([c:2]1[c:3]2[c:7]([cH:8][cH:9][cH:10]1)[C:6](=[O:11])[N:5]([CH:12]([CH2:13][S:14](=[O:15])(=[O:16])[CH3:17])[c:18]1[cH:19][c:20]([O:26][CH2:27][CH3:28])[c:21]([O:24][CH3:25])[cH:22][cH:23]1)[C:4]2=[O:29])[C:32]([CH:31]([Br:30])[CH3:35])=[O:33]. Reactants: 3S, C(C1=CC=CC=C1)OC(=O)NC1(C(N(CCC1)N)=O)P(=O)NC(C=CC1=CC=CC=C1)=O (3-benzyloxycarbonylamino-1-amino(cinnamoylamino)phosphinyl-2-piperidone). Reagents/catalysts: [Pd] (Palladium black). Solvent: C(C)O (ethanol). Reaction conditions: time 20 hour. The product is NC1(C(N(CCC1)N)=O)P(=O)NC(CCC1=CC=CC=C1)=O (3-amino-1-amino(3-phenylpropanoylamino)phosphinyl-2-piperidone). As a reaction SMILES: C(OC([NH:11][C:12]1([PH:20]([NH:22][C:23](=[O:32])[CH:24]=[CH:25][C:26]2[CH:31]=[CH:30][CH:29]=[CH:28][CH:27]=2)=[O:21])[CH2:17][CH2:16][CH2:15][N:14]([NH2:18])[C:13]1=[O:19])=O)C1C=CC=CC=1>C(O)C.[Pd]>[NH2:11][C:12]1([PH:20]([NH:22][C:23](=[O:32])[CH2:24][CH2:25][C:26]2[CH:31]=[CH:30][CH:29]=[CH:28][CH:27]=2)=[O:21])[CH2:17][CH2:16][CH2:15][N:14]([NH2:18])[C:13]1=[O:19]. Reported procedure: Palladium black (20.0 mg) was added to a solution of (3S, P (SR))-3-benzyloxycarbonylamino-1-amino(cinnamoylamino)phosphinyl-2-piperidone (201.0 mg, 0.4404 mmol) in ethanol (6 mL), and the resulting mixture was stirred at room temperature for 20 hours under a hydrogen atmosphere. Procedure details: To a solution of 2,4-dichloro-6-(2-(isopentyloxy)phenyl)pyrimidine (0.32 mmol, 100 mg) in 5 mL of THF was added 4-hydroxyphenylboronic acid (0.33 mmol, 46 mg), Pd(OAc)2 (4 mol %, 10 mg) and PPh3 (8 mol %, 9 mg) followed by Na2CO3 (1M, 1.20 mL). The reaction was heated to 60° C. for 2 hours, then concentrated in vacuo. 8 mL of conc. HCl was added to the reaction mixture which was heated to 90° C. Once the hydrolization was complete, the reaction was concentrated in vacuo. The residue was dissolve... The solvent is C1CCOC1 (THF). The yield is 30.0%. The reagents and catalysts are CC(=O)[O-].CC(=O)[O-].[Pd+2] (Pd(OAc)2). Conditions: temperature 60 celsius. The reactants are C(=O)([O-])[O-].[Na+].[Na+] (Na2CO3), ClC1=NC(=CC(=N1)Cl)C1=C(C=CC=C1)OCCC(C)C (2,4-dichloro-6-(2-(isopentyloxy)phenyl)pyrimidine), OC1=CC=C(C=C1)B(O)O (4-hydroxyphenylboronic acid), C1=CC=C(C=C1)P(C2=CC=CC=C2)C3=CC=CC=C3 (PPh3). Reaction SMILES: Cl[C:2]1[N:7]=[C:6](Cl)[CH:5]=[C:4]([C:9]2[CH:14]=[CH:13][CH:12]=[CH:11][C:10]=2[O:15][CH2:16][CH2:17][CH:18]([CH3:20])[CH3:19])[N:3]=1.[OH:21][C:22]1[CH:27]=[CH:26][C:25](B(O)O)=[CH:24][CH:23]=1.C1C=CC(P(C2C=CC=CC=2)C2C=CC=CC=2)=CC=1.C([O-])([O-])=[O:51].[Na+].[Na+]>C1COCC1.CC([O-])=O.CC([O-])=O.[Pd+2]>[OH:21][C:22]1[CH:27]=[CH:26][C:25]([C:6]2[CH:5]=[C:4]([C:9]3[CH:14]=[CH:13][CH:12]=[CH:11][C:10]=3[O:15][CH2:16][CH2:17][CH:18]([CH3:20])[CH3:19])[NH:3][C:2](=[O:51])[N:7]=2)=[CH:24][CH:23]=1 |f:3.4.5,7.8.9|. The product is OC1=CC=C(C=C1)C1=NC(NC(=C1)C1=C(C=CC=C1)OCCC(C)C)=O (4-(4-hydroxyphenyl)-6-(2-(isopentyloxy)phenyl)pyrimidin-2(1H)-one). Starting materials: BrC=1C(=CC(=C(C(=O)NC2(CC2)C2=NC=CC=C2)C1)OC)C (5-bromo-2-methoxy-4-methyl-N-(1-(pyridin-2-yl)cyclopropyl)benzamide), O1CCOCC1 (dioxane), FC1=CC=C(C=C1)C=1OC2=C(C1C(=O)NC)C=C(C=C2)B2OC(C(O2)(C)C)(C)C (2-(4-fluorophenyl)-N-methyl-5-(4,4,5,5-tetramethyl-1,3,2-dioxaborolan-2-yl)benzofuran-3-carboxamide), C([O-])([O-])=O.[Cs+].[Cs+] (cesium carbonate). Reagents/catalysts: C=1C=CC(=CC1)[P](C=2C=CC=CC2)(C=3C=CC=CC3)[Pd]([P](C=4C=CC=CC4)(C=5C=CC=CC5)C=6C=CC=CC6)([P](C=7C=CC=CC7)(C=8C=CC=CC8)C=9C=CC=CC9)[P](C=1C=CC=CC1)(C=1C=CC=CC1)C=1C=CC=CC1 (tetrakis(triphenylphosphine)palladium(0)). The solvent is C(Cl)Cl (DCM), O (water). Conditions: temperature 85 celsius. The product is FC1=CC=C(C=C1)C=1OC2=C(C1C(=O)NC)C=C(C=C2)C2=C(C=C(C(=C2)C(NC2(CC2)C2=NC=CC=C2)=O)OC)C (2-(4-Fluorophenyl)-5-(4-methoxy-2-methyl-5-(1-(pyridin-2-yl)cyclopropylcarbamoyl)phenyl)-N-methylbenzofuran-3-carboxamide). Yield: 57.0%. Reaction SMILES: Br[C:2]1[C:3]([CH3:22])=[CH:4][C:5]([O:20][CH3:21])=[C:6]([CH:19]=1)[C:7]([NH:9][C:10]1([C:13]2[CH:18]=[CH:17][CH:16]=[CH:15][N:14]=2)[CH2:12][CH2:11]1)=[O:8].O1CCOCC1.[F:29][C:30]1[CH:35]=[CH:34][C:33]([C:36]2[O:37][C:38]3[CH:48]=[CH:47][C:46](B4OC(C)(C)C(C)(C)O4)=[CH:45][C:39]=3[C:40]=2[C:41]([NH:43][CH3:44])=[O:42])=[CH:32][CH:31]=1.C(=O)([O-])[O-].[Cs+].[Cs+]>C(Cl)Cl.C1C=CC([P]([Pd]([P](C2C=CC=CC=2)(C2C=CC=CC=2)C2C=CC=CC=2)([P](C2C=CC=CC=2)(C2C=CC=CC=2)C2C=CC=CC=2)[P](C2C=CC=CC=2)(C2C=CC=CC=2)C2C=CC=CC=2)(C2C=CC=CC=2)C2C=CC=CC=2)=CC=1.O>[F:29][C:30]1[CH:35]=[CH:34][C:33]([C:36]2[O:37][C:38]3[CH:48]=[CH:47][C:46]([C:2]4[CH:19]=[C:6]([C:7](=[O:8])[NH:9][C:10]5([C:13]6[CH:18]=[CH:17][CH:16]=[CH:15][N:14]=6)[CH2:12][CH2:11]5)[C:5]([O:20][CH3:21])=[CH:4][C:3]=4[CH3:22])=[CH:45][C:39]=3[C:40]=2[C:41]([NH:43][CH3:44])=[O:42])=[CH:32][CH:31]=1 |f:3.4.5,^1:70,72,91,110|. Procedure: Alternative synthesis. To a sealed tube was added 5-bromo-2-methoxy-4-methyl-N-(1-(pyridin-2-yl)cyclopropyl)benzamide (1.9024 g, 5.27 mmol), dioxane (70 mL), 2-(4-fluorophenyl)-N-methyl-5-(4,4,5,5-tetramethyl-1,3,2-dioxaborolan-2-yl)benzofuran-3-carboxamide (2.529 g, 6.40 mmol), cesium carbonate (2.57 g, 7.90 mmol), water (14.00 mL) and finally tetrakis(triphenylphosphine)palladium(0) (0.304 g, 0.263 mmol). The vessel was sealed and heated for 16 hours at 85° C. in an oil bath. The mixture was c... Reactants: CN(C)CC(C=1C=CC(=CC1)O)C2(CCCCC2)O (O-Desmethyl venlafaxine), C(\C=C\C(=O)O)(=O)O (fumaric acid). Solvent: C(C)(C)O (isopropyl alcohol). Conditions: temperature 50 celsius, time 8 hour. Product: CN(C)CC(C1=CC=C(C=C1)O)C2(CCCCC2)O.C(=C/C(=O)O)\C(=O)O (O-Desmethylvenlafaxine Fumarate). As a reaction SMILES: [CH3:1][N:2]([CH2:4][CH:5]([C:13]1([OH:19])[CH2:18][CH2:17][CH2:16][CH2:15][CH2:14]1)[C:6]1[CH:7]=[CH:8][C:9]([OH:12])=[CH:10][CH:11]=1)[CH3:3].[C:20]([OH:27])(=[O:26])/[CH:21]=[CH:22]/[C:23]([OH:25])=[O:24]>C(O)(C)C>[CH3:1][N:2]([CH2:4][CH:5]([C:13]1([OH:19])[CH2:18][CH2:17][CH2:16][CH2:15][CH2:14]1)[C:6]1[CH:11]=[CH:10][C:9]([OH:12])=[CH:8][CH:7]=1)[CH3:3].[CH:21](/[C:20]([OH:27])=[O:26])=[CH:22]\[C:23]([OH:25])=[O:24] |f:3.4|. Reported procedure: To a 1000 ml flask equipped with a mechanical stirrer and condenser, O-Desmethyl venlafaxine base (50 g), fumaric acid (24.24 g), and isopropyl alcohol (IPA) (1000 ml) were added at room temperature to form a mixture. The mixture was then heated to reflux. A clear solution was obtained after filtering the heated mixture through a 1-micron filter. The filtered solution was cooled to 50° C., and then gradually cooled to 5° C. over five hrs. The cooled solution was stirred at 5° C. overnight. The m... The reactants are CCOC(=O)C=Cc1ccc(C(=C(CC)c2ccccc2SC)c2ccc3c(cnn3C3CCCCO3)c2)cc1, CO, ClCCl, O, O. Product: CCOC(=O)C=Cc1ccc(C(=C(CC)c2ccccc2S(C)(=O)=O)c2ccc3c(cnn3C3CCCCO3)c2)cc1. Reaction SMILES: [CH3:1][S:2][c:3]1[c:4]([C:9](=[C:10]([c:11]2[cH:12][c:13]3[cH:14][n:15][n:16]([CH:20]4[O:21][CH2:22][CH2:23][CH2:24][CH2:25]4)[c:17]3[cH:18][cH:19]2)[c:26]2[cH:27][cH:28][c:29]([CH:32]=[CH:33][C:34](=[O:35])[O:36][CH2:37][CH3:38])[cH:30][cH:31]2)[CH2:39][CH3:40])[cH:5][cH:6][cH:7][cH:8]1.[CH3:45][OH:46].[Cl:41][CH2:42][Cl:43].[OH2:44].[OH2:47]>>[CH3:1][S:2]([c:3]1[c:4]([C:9](=[C:10]([c:11]2[cH:12][c:13]3[cH:14][n:15][n:16]([CH:20]4[O:21][CH2:22][CH2:23][CH2:24][CH2:25]4)[c:17]3[cH:18][cH:19]2)[c:26]2[cH:27][cH:28][c:29]([CH:32]=[CH:33][C:34](=[O:35])[O:36][CH2:37][CH3:38])[cH:30][cH:31]2)[CH2:39][CH3:40])[cH:5][cH:6][cH:7][cH:8]1)(=[O:44])=[O:46]. The reactants are CN(CC1CCCNC1)C1CCCCC1, CC(C)OC(C)C, O=C1Nc2cccnc2N(C(=O)CCl)c2ccccc21. The product is CN(CC1CCCN(CC(=O)N2c3ccccc3C(=O)Nc3cccnc32)C1)C1CCCCC1. Reaction SMILES: [CH:21]1([N:27]([CH3:28])[CH2:29][CH:30]2[CH2:31][NH:32][CH2:33][CH2:34][CH2:35]2)[CH2:22][CH2:23][CH2:24][CH2:25][CH2:26]1.[CH:36]([O:37][CH:38]([CH3:39])[CH3:40])([CH3:41])[CH3:42].[Cl:1][CH2:2][C:3](=[O:4])[N:5]1[c:6]2[c:7]([cH:17][cH:18][cH:19][n:20]2)[NH:8][C:9](=[O:16])[c:10]2[c:11]1[cH:12][cH:13][cH:14][cH:15]2>>[CH2:2]([C:3](=[O:4])[N:5]1[c:6]2[c:7]([cH:17][cH:18][cH:19][n:20]2)[NH:8][C:9](=[O:16])[c:10]2[c:11]1[cH:12][cH:13][cH:14][cH:15]2)[N:32]1[CH2:31][CH:30]([CH2:29][N:27]([CH:21]2[CH2:22][CH2:23][CH2:24][CH2:25][CH2:26]2)[CH3:28])[CH2:35][CH2:34][CH2:33]1. Reactants: CC1CCCCN1Cc1cccc(-c2ccnc(Cl)n2)c1, NCCc1ccc(O)c(Cl)c1. The product is CC1CCCCN1Cc1cccc(-c2ccnc(NCCc3ccc(O)c(Cl)c3)n2)c1. RXN SMILES: [Cl:1][c:2]1[n:3][cH:4][cH:5][c:6](-[c:8]2[cH:9][c:10]([CH2:14][N:15]3[CH:16]([CH3:21])[CH2:17][CH2:18][CH2:19][CH2:20]3)[cH:11][cH:12][cH:13]2)[n:7]1.[NH2:22][CH2:23][CH2:24][c:25]1[cH:26][c:27]([Cl:32])[c:28]([OH:31])[cH:29][cH:30]1>>[c:2]1([NH:22][CH2:23][CH2:24][c:25]2[cH:26][c:27]([Cl:32])[c:28]([OH:31])[cH:29][cH:30]2)[n:3][cH:4][cH:5][c:6](-[c:8]2[cH:9][c:10]([CH2:14][N:15]3[CH:16]([CH3:21])[CH2:17][CH2:18][CH2:19][CH2:20]3)[cH:11][cH:12][cH:13]2)[n:7]1. The reactants are COC(C=O)(C1=CC=C(C=C1)O)OC (4-hydroxyphenylglyoxal dimethyl acetal), CO (methanol), [H][H] (hydrogen). The reagents and catalysts are [Pd] (Pd/C). Yields the product COCCC1=CC=C(C=C1)O (4-(2'-methoxyethyl)phenol). The yield is 59.0%. As a reaction SMILES: CO[C:3](OC)([C:6]1[CH:11]=[CH:10][C:9]([OH:12])=[CH:8][CH:7]=1)[CH:4]=[O:5].[CH3:15]O.[H][H]>[Pd]>[CH3:15][O:5][CH2:4][CH2:3][C:6]1[CH:11]=[CH:10][C:9]([OH:12])=[CH:8][CH:7]=1. Reported procedure: The procedure of Example 2 was repeated with a solution of 3.00 g (15.3 mmol) 4-hydroxyphenylglyoxal dimethyl acetal in 10 g methanol containing 0.16 g (4.4 mmol) hydrogen chloride and 0.15 g moist 10% Pd/C catalyst being reacted with hydrogen gas pressurized at 300 psig at 50° C. 300 rpm. A 59% yield of 4-(2'-methoxyethyl)phenol was obtained.